This data is from the Open Reaction Database (ORD), a public repository of structured organic reaction records. The task is: describe an organic reaction: reactants, conditions, products, and yield RXN SMILES: C1N=C(N)C2N=CN([C@@H]3O[C@H](COP(OP(OC[C@H]4O[C@@H](N5C=C(C(N)=O)CC=C5)[C@H](O)[C@@H]4O)(O)=O)(O)=O)[C@@H](O)[C@H]3OP(O)(O)=O)C=2N=1.C1C([C@H]([O:58][C@@H:59]2[O:64][C@H](CO)[C@@H](O)[C@H](O)[C@H]2O)C#N)=CC=C(O)C=1.[OH:71][C:72]1[CH:77]=[CH:76][C:75]([CH2:78][CH:79]=[N:80]O)=[CH:74][CH:73]=1>>[NH2:80][C@H:79]([C:59]([OH:64])=[O:58])[CH2:78][C:75]1[CH:76]=[CH:77][C:72]([OH:71])=[CH:73][CH:74]=1. Product: N[C@@H](CC1=CC=C(C=C1)O)C(=O)O (tyrosine). Procedure: The complete reaction mixtures contain: 3 μl of isolated, recombinant P450TYR (6 pmol, heterologously expressed in E. coli and isolated as in Halkier et al, Arch. Biochem, Biophys. 322: 369-277, 1995), 10 μl isolated and dialyzed P450OX (approximately 0.4 pmol), 5 μl of NADPH-P450 oxidoreductase (0.075 U), 1 μl of partially purified UDPG glucosyl transferase from Sorghum, 5 μl of DLPC (10 mg/ml in 50 mM Kpi (pH7), 0.25 μl of [U- 14C]-tyrosine (0.05 μl Ci/mmol, 443 mCi/mmol, Amersham), 3 μl of UD... The reactants are C=1N=C(C2=C(N1)N(C=N2)[C@H]3[C@@H]([C@@H]([C@H](O3)COP(=O)(O)OP(=O)(O)OC[C@@H]4[C@H]([C@H]([C@@H](O4)N5C=CCC(=C5)C(=O)N)O)O)O)OP(=O)(O)O)N (NADPH), C1=CC(=CC=C1[C@@H](C#N)O[C@H]2[C@@H]([C@H]([C@@H]([C@H](O2)CO)O)O)O)O (Dhurrin), OC1=CC=C(C=C1)CC=NO (p-hydroxyphenylacetaldehyde oxime). Reactants: C, CS(=O)(=O)CCOc1cnc(N(Cc2cc(C(F)(F)F)cc(C(F)(F)F)c2)Cc2cc(C(F)(F)F)ccc2OCc2ccccc2)nc1, CCO, [Pd]. Product: CS(=O)(=O)CCOc1cnc(N(Cc2cc(C(F)(F)F)cc(C(F)(F)F)c2)Cc2cc(C(F)(F)F)ccc2O)nc1. RXN SMILES: [C:52].[CH2:1]([c:2]1[cH:3][cH:4][cH:5][cH:6][cH:7]1)[O:8][c:9]1[c:10]([CH2:11][N:12]([c:13]2[n:14][cH:15][c:16]([O:19][CH2:20][CH2:21][S:22](=[O:23])(=[O:24])[CH3:25])[cH:17][n:18]2)[CH2:26][c:27]2[cH:28][c:29]([C:37]([F:38])([F:39])[F:40])[cH:30][c:31]([C:33]([F:34])([F:35])[F:36])[cH:32]2)[cH:41][c:42]([C:45]([F:46])([F:47])[F:48])[cH:43][cH:44]1.[CH3:49][CH2:50][OH:51].[Pd:53]>>[OH:8][c:9]1[c:10]([CH2:11][N:12]([c:13]2[n:14][cH:15][c:16]([O:19][CH2:20][CH2:21][S:22](=[O:23])(=[O:24])[CH3:25])[cH:17][n:18]2)[CH2:26][c:27]2[cH:28][c:29]([C:37]([F:38])([F:39])[F:40])[cH:30][c:31]([C:33]([F:34])([F:35])[F:36])[cH:32]2)[cH:41][c:42]([C:45]([F:46])([F:47])[F:48])[cH:43][cH:44]1. As a reaction SMILES: [CH2:19]([Cl:20])[Cl:21].[CH3:5][O:6][c:7]1[cH:8][c:9]([CH2:15][C:16](=[O:17])[OH:18])[cH:10][cH:11][c:12]1[O:13][CH3:14].[S:1]([Cl:2])([Cl:3])=[O:4]>>[CH3:5][O:6][c:7]1[cH:8][c:9]([CH2:15][C:16](=[O:17])[OH:18])[cH:10][cH:11][c:12]1[O:13][CH3:14].[Cl-:3]. Yields the product COc1ccc(CC(=O)O)cc1OC, [Cl-]. Reactants: ClCCl, COc1ccc(CC(=O)O)cc1OC, O=S(Cl)Cl. The reactants are CN(C)C(C1C(CCCC1)=O)C1=CC=CC=C1 (2-(dimethylaminophenylmethyl)cyclohexanone), [H-].C(C(C)C)[Al+]CC(C)C (diisobutylaluminium hydride), C(C)O (ethanol), O (water). Run in C1(=CC=CC=C1)C (toluene). The product is CN(C)C(C1C(CCCC1)O)C1=CC=CC=C1 (2-(dimethylaminophenylmethyl)-cyclohexanol). The yield is 86.4%. As a reaction SMILES: [CH3:1][N:2]([CH:4]([C:12]1[CH:17]=[CH:16][CH:15]=[CH:14][CH:13]=1)[CH:5]1[CH2:10][CH2:9][CH2:8][CH2:7][C:6]1=[O:11])[CH3:3].[H-].C([Al+]CC(C)C)C(C)C.C(O)C.O>C1(C)C=CC=CC=1>[CH3:3][N:2]([CH:4]([C:12]1[CH:13]=[CH:14][CH:15]=[CH:16][CH:17]=1)[CH:5]1[CH2:10][CH2:9][CH2:8][CH2:7][CH:6]1[OH:11])[CH3:1] |f:1.2|. Procedure: 3.0 g (13.0 mmole) of the 2-(dimethylaminophenylmethyl)cyclohexanone prepared according to Example 1 (2nd stage), dissolved in 26 ml toluene, were added dropwise to 26 ml (39 mmole) diisobutylaluminium hydride (1.5 M in toluene) at RT under nitrogen. The mixture was heated under reflux for 15 hours, while stirring. For working up, 13 ml ethanol and 13 ml water were slowly added dropwise and the suspension was stored at 0° C. for several hours, filtered through a glass frit and washed several tim... Reactants: CCO, NCc1ccc(F)cc1, COC(=O)c1c(O)c2ncccc2n(CCN(C)S(C)(=O)=O)c1=O. Product: CN(CCn1c(=O)c(C(=O)NCc2ccc(F)cc2)c(O)c2ncccc21)S(C)(=O)=O. RXN SMILES: [CH3:34][CH2:35][OH:36].[F:25][c:26]1[cH:27][cH:28][c:29]([CH2:30][NH2:31])[cH:32][cH:33]1.[OH:1][c:2]1[c:3]([C:21](=[O:22])[O:23][CH3:24])[c:4](=[O:20])[n:5]([CH2:12][CH2:13][N:14]([S:15](=[O:16])(=[O:17])[CH3:18])[CH3:19])[c:6]2[cH:7][cH:8][cH:9][n:10][c:11]12>>[OH:1][c:2]1[c:3]([C:21](=[O:22])[NH:31][CH2:30][c:29]2[cH:28][cH:27][c:26]([F:25])[cH:33][cH:32]2)[c:4](=[O:20])[n:5]([CH2:12][CH2:13][N:14]([S:15](=[O:16])(=[O:17])[CH3:18])[CH3:19])[c:6]2[cH:7][cH:8][cH:9][n:10][c:11]12. Reactants: BrC1=CC2=C(NC(=NS2(=O)=O)Cl)C=C1 (7-bromo-3-chloro-4H-1,2,4-benzothiadiazine 1,1-dioxide), CC(C(C)(C)C)N (1,2,2-trimethylpropylamine), example 21. Yields the product BrC1=CC2=C(NC(=NS2(=O)=O)NC(C(C)(C)C)C)C=C1 (7-Bromo-3-(1,2,2-trimethylpropyl)amino-4H-1,2,4-benzothiadiazine 1,1-dioxide). RXN SMILES: [Br:1][C:2]1[CH:14]=[CH:13][C:5]2[NH:6][C:7](Cl)=[N:8][S:9](=[O:11])(=[O:10])[C:4]=2[CH:3]=1.[CH3:15][CH:16]([NH2:21])[C:17]([CH3:20])([CH3:19])[CH3:18]>>[Br:1][C:2]1[CH:14]=[CH:13][C:5]2[NH:6][C:7]([NH:21][CH:16]([CH3:15])[C:17]([CH3:20])([CH3:19])[CH3:18])=[N:8][S:9](=[O:11])(=[O:10])[C:4]=2[CH:3]=1. Procedure details: Starting from 7-bromo-3-chloro-4H-1,2,4-benzothiadiazine 1,1-dioxide (300 mg; 1.01 mmol) and 1,2,2-trimethylpropylamine (359 mg; 4.04 mmol) with the use of same procedure as in example 21 200 mg (54.9%) of the title compound was prepared; m.p. >220° C.; 1H-NMR (DMSO-d6) ppm; 10.35 (s, 1H, NH), 7.78 (d, 1H, H-8), 7.6 (dd, 1H, H-6), 7.12 (br d, 1H, H-5), 6.95 (br, 1H, NH), 3.72 (q, 1H, CH), 1.10 (d, 3H, CH3), 0.92 (s, 9H, 3×CH3); MS:EI/70eV: 361 (M+1), 304, 277, 236, 170, 116, 90, 44. Starting materials: CS(=O)(=O)Nc1ccc(C(=O)CBr)cc1, CCCCCCCNCC, CO. Product: CCCCCCCN(CC)CC(=O)c1ccc(NS(C)(=O)=O)cc1. RXN SMILES: [Br:1][CH2:2][C:3](=[O:4])[c:5]1[cH:6][cH:7][c:8]([NH:9][S:10](=[O:11])(=[O:12])[CH3:13])[cH:14][cH:15]1.[CH2:16]([CH3:17])[NH:18][CH2:19][CH2:20][CH2:21][CH2:22][CH2:23][CH2:24][CH3:25].[CH3:26][OH:27]>>[CH2:2]([C:3](=[O:4])[c:5]1[cH:6][cH:7][c:8]([NH:9][S:10](=[O:11])(=[O:12])[CH3:13])[cH:14][cH:15]1)[N:18]([CH2:16][CH3:17])[CH2:19][CH2:20][CH2:21][CH2:22][CH2:23][CH2:24][CH3:25]. Starting materials: C([O-])([O-])=O.[Na+].[Na+] (sodium carbonate), Cl (HCl), ClC1=NC=C(C(=C1)C)[N+](=O)[O-] (2-chloro-4-methyl-5-nitropyridine), C(C1=CC=CC=C1)NCC1=CC=CC=C1 (dibenzylamine). The solvent is C1(=CC=CC=C1)C (toluene), C(Cl)Cl (methylene chloride). Procedure details: To a mixture of 2-chloro-4-methyl-5-nitropyridine (5.44 g, 26.3 mmol) and dibenzylamine (5.04 mL, 26.3 mmol) in toluene (13.1 mL) was added sodium carbonate (5.58 g, 52.6 mmol). After stirring under a nitrogen atmosphere under reflux for 36 h, the reaction mixture was filtered to remove the sodium carbonate. The filtrate was concentrated to provide the crude material as a light orange oil. The crude oil was dissolved in methylene chloride and treated with 2 N HCl. The resulting precipitate was f... Product: C(C1=CC=CC=C1)N(C1=NC=C(C(=C1)C)[N+](=O)[O-])CC1=CC=CC=C1 (2-(dibenzylamino)-5-nitro-4-methylpyridine). Yield: 102.3%. RXN SMILES: Cl[C:2]1[CH:7]=[C:6]([CH3:8])[C:5]([N+:9]([O-:11])=[O:10])=[CH:4][N:3]=1.[CH2:12]([NH:19][CH2:20][C:21]1[CH:26]=[CH:25][CH:24]=[CH:23][CH:22]=1)[C:13]1[CH:18]=[CH:17][CH:16]=[CH:15][CH:14]=1.C(=O)([O-])[O-].[Na+].[Na+].Cl>C1(C)C=CC=CC=1.C(Cl)Cl>[CH2:20]([N:19]([CH2:12][C:13]1[CH:18]=[CH:17][CH:16]=[CH:15][CH:14]=1)[C:2]1[CH:7]=[C:6]([CH3:8])[C:5]([N+:9]([O-:11])=[O:10])=[CH:4][N:3]=1)[C:21]1[CH:26]=[CH:25][CH:24]=[CH:23][CH:22]=1 |f:2.3.4|. Starting materials: Cl.FC=1C=C(C=C(C1)F)NN (3,5-difluorophenylhydrazine hydrochloride), O=C(CC(=O)OC)CC (methyl 3-oxopentanoate), COC(N(C)C)OC (dimethylformamide dimethylacetal). Solvent: C(C)O (Ethanol). Conditions: temperature 100 celsius, time 8 hour. Yields the product FC=1C=C(C=C(C1)F)N1N=C(C(=C1)C(=O)OC)CC (methyl 1-(3,5-difluorophenyl)-3-ethyl-1H-pyrazole-4-carboxylate). Isolated yield 62.0%. As a reaction SMILES: O=[C:2]([CH2:8][CH3:9])[CH2:3][C:4]([O:6][CH3:7])=[O:5].[CH3:10]OC(OC)N(C)C.Cl.[F:19][C:20]1[CH:21]=[C:22]([NH:27][NH2:28])[CH:23]=[C:24]([F:26])[CH:25]=1>C(O)C>[F:19][C:20]1[CH:21]=[C:22]([N:27]2[CH:10]=[C:3]([C:4]([O:6][CH3:7])=[O:5])[C:2]([CH2:8][CH3:9])=[N:28]2)[CH:23]=[C:24]([F:26])[CH:25]=1 |f:2.3|. Procedure: A mixture of methyl 3-oxopentanoate (5.2 g) and dimethylformamide dimethylacetal (5.6 mL) was stirred at 100° C. overnight, and the mixture was allowed to cool to room temperature. Ethanol (100 mL) and 3,5-difluorophenylhydrazine hydrochloride (7.9 g) were added to the reaction mixture, and the mixture was further stirred at 100° C. for 15 hr. After allowing to cool, ethanol was evaporated under reduced pressure, water was added to the residue, and the mixture was extracted with ethyl acetate. T... As a reaction SMILES: [C:24](=[O:25])([O-:26])[O-:27].[CH2:1]([c:2]1[cH:3][cH:4][cH:5][cH:6][cH:7]1)[O:8][C:9](=[O:10])[NH:11][CH2:12][CH2:13][CH2:14][CH2:15][O:16][S:17]([CH3:18])(=[O:19])=[O:20].[CH3:21][NH:22][CH3:23].[CH3:32][N:33]([CH3:34])[CH:35]=[O:36].[I-:31].[K+:28].[K+:29].[Na+:30].[OH2:37]>>[CH2:1]([c:2]1[cH:3][cH:4][cH:5][cH:6][cH:7]1)[O:8][C:9](=[O:10])[NH:11][CH2:12][CH2:13][CH2:14][CH2:15][N:22]([CH3:21])[CH3:23]. The product is CN(C)CCCCNC(=O)OCc1ccccc1. Reactants: O=C([O-])[O-], CS(=O)(=O)OCCCCNC(=O)OCc1ccccc1, CNC, CN(C)C=O, [I-], [K+], [K+], [Na+], O.